Dataset: the Open Reaction Database (ORD), a public repository of structured organic reaction records. Task: describe an organic reaction: reactants, conditions, products, and yield Product: Nc1ccc(Oc2ccnc3cc(N4CCCC4=O)sc23)c(F)c1. As a reaction SMILES: [Br:1][c:2]1[cH:3][c:4]2[n:5][cH:6][cH:7][c:8]([O:11][c:12]3[c:13]([F:19])[cH:14][c:15]([NH2:18])[cH:16][cH:17]3)[c:9]2[s:10]1.[CH3:20][NH:21][CH:22]1[CH2:23][CH2:24][CH2:25][CH2:26][CH:27]1[NH:28][CH3:29].[Cu:50][I:51].[K+:41].[K+:42].[K+:43].[O:30]=[C:31]1[CH2:32][CH2:33][CH2:34][NH:35]1.[O:44]1[CH2:45][CH2:46][O:47][CH2:48][CH2:49]1.[P:36]([O-:37])([O-:38])([O-:39])=[O:40]>>[c:2]1([N:35]2[C:31](=[O:30])[CH2:32][CH2:33][CH2:34]2)[cH:3][c:4]2[n:5][cH:6][cH:7][c:8]([O:11][c:12]3[c:13]([F:19])[cH:14][c:15]([NH2:18])[cH:16][cH:17]3)[c:9]2[s:10]1. The reactants are Nc1ccc(Oc2ccnc3cc(Br)sc23)c(F)c1, CNC1CCCCC1NC, [Cu]I, [K+], [K+], [K+], O=C1CCCN1, C1COCCO1, O=P([O-])([O-])[O-]. RXN SMILES: [CH2:1]([c:2]1[cH:3][cH:4][cH:5][cH:6][cH:7]1)[O:8][c:9]1[cH:10][cH:11][c:12]2[c:17]([c:18]1[O:19][CH3:20])[N:16]=[C:15]([NH2:21])[N:14]1[C:13]2=[N:24][CH2:23][CH2:22]1.[CH:34]([N:35]([CH:36]([CH3:37])[CH3:38])[CH2:39][CH3:40])([CH3:41])[CH3:42].[O:43]=[CH:44][N:45]([CH3:46])[CH3:47].[OH:25][C:26](=[O:27])[c:28]1[cH:29][cH:30][cH:31][n:32][cH:33]1>>[CH2:1]([c:2]1[cH:3][cH:4][cH:5][cH:6][cH:7]1)[O:8][c:9]1[cH:10][cH:11][c:12]2[c:17]([c:18]1[O:19][CH3:20])[N:16]=[C:15]([NH:21][C:26](=[O:25])[c:28]1[cH:29][cH:30][cH:31][n:32][cH:33]1)[N:14]1[C:13]2=[N:24][CH2:23][CH2:22]1. Reactants: COc1c(OCc2ccccc2)ccc2c1N=C(N)N1CCN=C21, CCN(C(C)C)C(C)C, CN(C)C=O, O=C(O)c1cccnc1. Product: COc1c(OCc2ccccc2)ccc2c1N=C(NC(=O)c1cccnc1)N1CCN=C21. The reactants are CC(=O)Cc1cccc(Br)c1, O=C([O-])[O-], CI, CC#N, [Cs+], [Cs+], O. The product is CC(=O)C(C)c1cccc(Br)c1. As a reaction SMILES: [Br:1][c:2]1[cH:3][c:4]([CH2:8][C:9]([CH3:10])=[O:11])[cH:5][cH:6][cH:7]1.[C:14](=[O:15])([O-:16])[O-:17].[CH3:12][I:13].[CH3:21][C:22]#[N:23].[Cs+:18].[Cs+:19].[OH2:20]>>[Br:1][c:2]1[cH:3][c:4]([CH:8]([C:9]([CH3:10])=[O:11])[CH3:14])[cH:5][cH:6][cH:7]1. Product: CCOP(=O)(OCC)C(CCCNC(=O)CCCc1ccccc1N(CCCl)CCCl)P(=O)(OCC)OCC. RXN SMILES: [CH2:28]([CH3:29])[O:30][P:31]([O:32][CH2:33][CH3:34])(=[O:35])[CH:36]([CH2:37][CH2:38][CH2:39][NH2:40])[P:41]([O:42][CH2:43][CH3:44])(=[O:45])[O:46][CH2:47][CH3:48].[Cl:1][CH2:2][CH2:3][N:4]([c:5]1[c:6]([CH2:11][CH2:12][CH2:13][C:14](=[O:15])[OH:16])[cH:7][cH:8][cH:9][cH:10]1)[CH2:17][CH2:18][Cl:19].[OH:20][N:21]1[C:22](=[O:23])[CH2:24][CH2:25][C:26]1=[O:27]>>[Cl:1][CH2:2][CH2:3][N:4]([c:5]1[c:6]([CH2:11][CH2:12][CH2:13][C:14](=[O:16])[NH:40][CH2:39][CH2:38][CH2:37][CH:36]([P:31]([O:30][CH2:28][CH3:29])([O:32][CH2:33][CH3:34])=[O:35])[P:41]([O:42][CH2:43][CH3:44])(=[O:45])[O:46][CH2:47][CH3:48])[cH:7][cH:8][cH:9][cH:10]1)[CH2:17][CH2:18][Cl:19]. Reactants: CCOP(=O)(OCC)C(CCCN)P(=O)(OCC)OCC, O=C(O)CCCc1ccccc1N(CCCl)CCCl, O=C1CCC(=O)N1O. Starting materials: CC(=O)NC(C)(C)[C@@H]1CC2(CCN(CC2)C(=O)OC(C)(C)C)c3cc(Cl)c(C)cc13, OB(O)c1ccc(cc1)C(=O)NC2CCCC2. The reagents and catalysts are CCN=P(N=P(N(C)C)(N(C)C)N(C)C)(N(C)C)N(C)C (P2-Et), CC(C)c1cc(C(C)C)c(-c2ccccc2[PH](C(C)(C)C)(C(C)(C)C)[Pd]2(OS(C)(=O)=O)Nc3ccccc3-c3ccccc32)c(C(C)C)c1 (tBuXphos G3). Solvent: CS(C)=O (DMSO), O (water), CS(C)=O (DMSO), CS(C)=O (DMSO), CS(C)=O (DMSO). Run at time 22 hour. Yields the product CC(=O)NC(C)(C)[C@@H]1CC2(CCN(CC2)C(=O)OC(C)(C)C)c3cc(c(C)cc13)c4ccc(cc4)C(=O)NC5CCCC5, CC(=O)NC(C)(C)[C@@H]1CC2(CCN(CC2)C(=O)OC(C)(C)C)c3cc(Cl)c(C)cc13, c1ccc(-c2ccccc2)cc1. Run in O1CCCC1 (tetrahydrofuran). The reactants are C(C)N1C(CC2=CC(=C(C=C12)CC=C)O)=O (1-ethyl-5-hydroxy-6-allyloxindole), OO (hydrogen peroxide), B.O1CCCC1 (borane tetrahydrofuran), [OH-].[Na+] (sodium hydroxide). Procedure details: To a solution of 3.0 g. (13.8 mmoles) of 1-ethyl-5-hydroxy-6-allyloxindole (Preparation W2) in 30 ml. of tetrahydrofuran at 0° C. was slowly added 13.8 ml. (13.8 mmoles) of a 1M borane-tetrahydrofuran solution. The reaction was stirred for 30 minutes followed by the addition of 50 ml. of 1N sodium hydroxide solution and 25 ml. of a 30% hydrogen peroxide solution. After stirring the reaction for 5 minutes it was acidified with 25 ml. of 4N hydrochloric acid and extracted with methylene chloride (... Yields the product C(C)N1C(CC2=CC3=C(C=C12)C=CCO3)=O (1-Ethyl-2-oxo-2,3-dihydro-pyrano[2,3-f]indole). The yield is 56.0%. Conditions: time 30 minute. As a reaction SMILES: [CH2:1]([N:3]1[C:11]2[C:6](=[CH:7][C:8]([OH:15])=[C:9]([CH2:12][CH:13]=[CH2:14])[CH:10]=2)[CH2:5][C:4]1=[O:16])[CH3:2].B.O1CCCC1.[OH-].[Na+].OO>O1CCCC1>[CH2:1]([N:3]1[C:11]2[C:6](=[CH:7][C:8]3[O:15][CH2:14][CH:13]=[CH:12][C:9]=3[CH:10]=2)[CH2:5][C:4]1=[O:16])[CH3:2] |f:1.2,3.4|.